This data is from the Open Reaction Database (ORD), a public repository of structured organic reaction records. The task is: describe an organic reaction: reactants, conditions, products, and yield RXN SMILES: B.O1CCC[CH2:3]1.[CH3:7][C:8]([O:11][C:12]([NH:14][CH:15]([C:26]([OH:28])=O)[C:16]1[CH:21]=[CH:20][CH:19]=[C:18]([C:22]([F:25])([F:24])[F:23])[CH:17]=1)=[O:13])([CH3:10])[CH3:9].C(OC(OC(C)(C)C)=O)(OC(C)(C)C)=O.Cl>O1CCOCC1>[OH:28][CH2:26][CH:15]([N:14]([CH3:3])[C:12](=[O:13])[O:11][C:8]([CH3:7])([CH3:9])[CH3:10])[C:16]1[CH:21]=[CH:20][CH:19]=[C:18]([C:22]([F:24])([F:25])[F:23])[CH:17]=1 |f:0.1|. Starting materials: C(=O)(OC(C)(C)C)OC(=O)OC(C)(C)C (di-tert-butyl dicarbonate), B.O1CCCC1 (borane tetrahydrofuran), B.O1CCCC1 (borane tetrahydrofuran), B.O1CCCC1 (borane tetrahydrofuran), CC(C)(C)OC(=O)NC(C1=CC(=CC=C1)C(F)(F)F)C(=O)O (N-Boc-2-(3-trifluoromethylphenyl)-DL-glycine), C(=O)(OC(C)(C)C)OC(=O)OC(C)(C)C (di-tert-butyl dicarbonate), solution, Cl (hydrogen chloride). Procedure details: A quantity of 438 ml of borane-tetrahydrofuran complex (1M solution in THF, 438 mmol) was introduced with ice cooling. Then 35 g (110 mmol) of N-Boc-2-(3-trifluoromethylphenyl)-DL-glycine were added in portions. The reaction mixture was stirred at RT for 2 h and then cautiously admixed with pieces of ice. After the end of the evolution of gas, the solvent was removed on a rotary evaporator. The aqueous residue was admixed with saturated sodium hydrogen carbonate solution and extracted three time... Reaction conditions: time 2 hour. Yields the product OCC(C1=CC(=CC=C1)C(F)(F)F)N(C(OC(C)(C)C)=O)C (tert-Butyl {2-hydroxy-1-[3-(trifluoromethyl)phenyl]ethyl}methylcarbamate). The solvent is O1CCOCC1 (dioxane). Starting materials: Clc1cccc(CBr)c1Cl, COC(=O)c1cc(N2CCOCC2)cc2nc(C(F)F)[nH]c12, [K+], [K+], O=C([O-])[O-], CN(C)C=O. Yields the product COC(=O)c1cc(N2CCOCC2)cc2c1nc(C(F)F)n2Cc1cccc(Cl)c1Cl. RXN SMILES: [Br:29][CH2:30][c:31]1[c:32]([Cl:38])[c:33]([Cl:37])[cH:34][cH:35][cH:36]1.[F:1][CH:2]([c:3]1[n:4][c:5]2[c:6]([nH:7]1)[c:8]([C:18](=[O:19])[O:20][CH3:21])[cH:9][c:10]([N:12]1[CH2:13][CH2:14][O:15][CH2:16][CH2:17]1)[cH:11]2)[F:22].[K+:23].[K+:24].[O-:25][C:26]([O-:27])=[O:28].[O:39]=[CH:40][N:41]([CH3:42])[CH3:43]>>[F:1][CH:2]([c:3]1[n:4]([CH2:30][c:31]2[c:32]([Cl:38])[c:33]([Cl:37])[cH:34][cH:35][cH:36]2)[c:5]2[c:6]([n:7]1)[c:8]([C:18](=[O:19])[O:20][CH3:21])[cH:9][c:10]([N:12]1[CH2:13][CH2:14][O:15][CH2:16][CH2:17]1)[cH:11]2)[F:22].